This data is from the Open Reaction Database (ORD), a public repository of structured organic reaction records. The task is: describe an organic reaction: reactants, conditions, products, and yield Reactants: BrCCBr, O=C([O-])[O-], [K+], [K+], CN(C)C=O, Oc1c(Cl)cccc1Cl. Yields the product Clc1cccc(Cl)c1OCCBr. As a reaction SMILES: [Br:16][CH2:17][CH2:18][Br:19].[C:10](=[O:11])([O-:12])[O-:13].[K+:14].[K+:15].[O:20]=[CH:21][N:22]([CH3:23])[CH3:24].[OH:1][c:2]1[c:3]([Cl:4])[cH:5][cH:6][cH:7][c:8]1[Cl:9]>>[O:1]([c:2]1[c:3]([Cl:4])[cH:5][cH:6][cH:7][c:8]1[Cl:9])[CH2:18][CH2:17][Br:16]. Reactants: O=C1c2ccccc2C(=O)N1Cc1ccccc1SC(c1ccccc1)(c1ccccc1)c1ccccc1, CCO, NN, O. The product is NCc1ccccc1SC(c1ccccc1)(c1ccccc1)c1ccccc1. As a reaction SMILES: [C:1]([c:2]1[cH:3][cH:4][cH:5][cH:6][cH:7]1)([c:8]1[cH:9][cH:10][cH:11][cH:12][cH:13]1)([c:14]1[cH:15][cH:16][cH:17][cH:18][cH:19]1)[S:20][c:21]1[c:22]([CH2:23][N:24]2[C:25](=[O:26])[c:27]3[c:28]([cH:29][cH:30][cH:31][cH:32]3)[C:33]2=[O:34])[cH:35][cH:36][cH:37][cH:38]1.[CH3:42][CH2:43][OH:44].[NH2:40][NH2:41].[OH2:39]>>[C:1]([c:2]1[cH:3][cH:4][cH:5][cH:6][cH:7]1)([c:8]1[cH:9][cH:10][cH:11][cH:12][cH:13]1)([c:14]1[cH:15][cH:16][cH:17][cH:18][cH:19]1)[S:20][c:21]1[c:22]([CH2:23][NH2:24])[cH:35][cH:36][cH:37][cH:38]1. The reactants are C=1C=CC2=C(C1)C3=C4C(=CC=N3)C=CN=C4C2=O (Sampangine), BrC1=CN=C2C3=C(N=CC=C13)C1=CC=CC=C1C2=O (4-Bromo-7H-naphtho[1,2,3-ij] [2,7]naphthyridin-7-one), 4-Bromo-5-ethoxy-7H-naphtho[1,2,3-ij][2,7]naphthyridin-7-one[4-Bromo-5-ethoxysampangine, 20], pyridinium bromide perbromide, C=1C=CC2=C(C1)C3=C4C(=CC=N3)C=CN=C4C2=O (sampangine). Solvent: C(Cl)(Cl)Cl (CHCl3). Yields the product C1=CC=C2C(=C1)C3=NC=CC4=C3C(=NC=C4Br)C2=O (4-Bromosampangine), CCOC1=C(C2=C3C(=NC=C2)C4=CC=CC=C4C(=O)C3=N1)Br (4-bromo-5-ethoxysampangine). The yield is 1.0%. As a reaction SMILES: C1C=CC2[C:17](=[O:18])[C:16]3C4C(C=CN=3)=CC=NC=4C=2C=1.[Br:19][C:20]1[C:29]2[C:24]3=[C:25]([C:30]4[C:35]([C:36](=[O:37])[C:23]3=[N:22][CH:21]=1)=[CH:34][CH:33]=[CH:32][CH:31]=4)[N:26]=[CH:27][CH:28]=2.C1C=C[NH+]=CC=1.Br[Br-]Br>C(Cl)(Cl)Cl>[CH:32]1[CH:31]=[C:30]2[C:25]3[C:24]4[C:23]([C:36](=[O:37])[C:35]2=[CH:34][CH:33]=1)=[N:22][CH:21]=[C:20]([Br:19])[C:29]=4[CH:28]=[CH:27][N:26]=3.[CH3:16][CH2:17][O:18][C:21]1[N:22]=[C:23]2[C:24]3[C:25]([C:30]4[C:35]([C:36]2=[O:37])=[CH:34][CH:33]=[CH:32][CH:31]=4)=[N:26][CH:27]=[CH:28][C:29]=3[C:20]=1[Br:19] |f:2.3|. Procedure: Electrophilic Bromination of Sampangine: Preparation of 4-Bromo-7H-naphtho[1,2,3-ij] [2,7]naphthyridin-7-one [4-Bromosampangine, 5] and 4-Bromo-5-ethoxy-7H-naphtho[1,2,3-ij][2,7]naphthyridin-7-one[4-Bromo-5-ethoxysampangine, 20]. A mixture of pyridinium bromide perbromide (4.80 g, 15.0 mmol) and sampangine (2.32 g, 10.0 mmol) in CHCl3 (100 mL) was heated at reflux for 24 h. After cooling, the mixture was poured into a separatory funnel and washed with saturated aqueous NaHCO3Solution (2×250 mL).... Reactants: CC(=O)c1ccc(Br)s1, N#Cc1ccc(-n2ccnc2)cc1. Reagents/catalysts: CC(C)(C)c1ccc(-c2ccc(C(C)(C)C)cc2)cc1 (4,4'-di-tert-butylbiphenyl), CC(C)(C)C(=O)[O-].[K+] (KOPiv), Cl[Pd]CC=C.C=CC[Pd]Cl ([Pd(allyl)Cl]2), CN(C)c1ccc(P(C2CCCCC2)C2CCCCC2)cc1 (A-caPhos). Run in CC(=O)N(C)C (DMA), CC(=O)N(C)C (DMA), CC(=O)N(C)C (DMA). Run at temperature 120 celsius, time 24 hour. The product is CC(=O)c1ccc(-c2cncn2-c2ccc(C#N)cc2)s1. Isolated yield 4.2%. Starting materials: CCCC[SnH](CCCC)CCCC, C1CCOC1, CC1(O)CC(=O)OC(CCc2ccc(OCc3ccccc3)cc2)C1Br. Product: CC1(O)CC(=O)OC(CCc2ccc(OCc3ccccc3)cc2)C1. Reaction SMILES: [CH2:27]([SnH:28]([CH2:29][CH2:30][CH2:31][CH3:32])[CH2:33][CH2:34][CH2:35][CH3:36])[CH2:37][CH2:38][CH3:39].[O:40]1[CH2:41][CH2:42][CH2:43][CH2:44]1.[OH:1][C:2]1([CH3:26])[CH2:3][C:4](=[O:5])[O:6][CH:7]([CH2:10][CH2:11][c:12]2[cH:13][cH:14][c:15]([O:18][CH2:19][c:20]3[cH:21][cH:22][cH:23][cH:24][cH:25]3)[cH:16][cH:17]2)[CH:8]1[Br:9]>>[OH:1][C:2]1([CH3:26])[CH2:3][C:4](=[O:5])[O:6][CH:7]([CH2:10][CH2:11][c:12]2[cH:13][cH:14][c:15]([O:18][CH2:19][c:20]3[cH:21][cH:22][cH:23][cH:24][cH:25]3)[cH:16][cH:17]2)[CH2:8]1. The solvent is O (water), O (water). Yields the product P(=O)([O-])([O-])[O-].[Zn+2].P(=O)([O-])([O-])[O-].[Zn+2].[Zn+2] (zinc phosphate). Isolated yield 109.3%. Reaction SMILES: [O-2].[Zn+2:2].[Zn].OO.[P:6](=[O:10])([OH:9])([OH:8])[OH:7]>O>[P:6]([O-:10])([O-:9])([O-:8])=[O:7].[Zn+2:2].[P:6]([O-:10])([O-:9])([O-:8])=[O:7].[Zn+2:2].[Zn+2:2] |f:0.1,6.7.8.9.10|. The reactants are OO (hydrogen peroxide), [O-2].[Zn+2] (zinc oxide), [Zn] (zinc), P(O)(O)(O)=O (phosphoric acid), aqueous solution, OP(=O)(O)O (H3PO4). Procedure: Zinc-containing wastes resulting from the production of sodium formaldehydesulphoxylate (rongalite) in the amount of 440 g containing 405 g of zinc oxide and 21 g of metallic zinc are ground in a ball mill by the wet grinding method in the presence of 500 g of water, whereafter additional 1,000 g of water are added thereto along with a 30% aqueous solution of hydrogen peroxide in the amount of 71 g. Under continuous stirring the suspension is heated to a temperature of 70° C., whereafter 342 g o...